From a dataset of the Open Reaction Database (ORD), a public repository of structured organic reaction records. describe an organic reaction: reactants, conditions, products, and yield Starting materials: [N+](=O)([O-])C1=CC=C(C=C1)[N+](=O)[O-] (1,4-Dinitrobenzene), C([O-])([O-])=O.[K+].[K+] (potassium carbonate), O (water). Run in CS(=O)C (dimethylsulfoxide). Reaction conditions: time 8 hour. The product is C1=CC(=CC=C1[N+](=O)[O-])OC2=CC=C(C=C2)[N+](=O)[O-] (4,4'-dinitrodiphenyl ether). The yield is 63.0%. As a reaction SMILES: [N+]([C:4]1[CH:9]=[CH:8][C:7]([N+:10]([O-:12])=[O:11])=[CH:6][CH:5]=1)([O-])=O.[C:13](=[O:16])([O-])[O-].[K+].[K+].[OH2:19]>CS(C)=O>[CH:6]1[C:7]([N+:10]([O-:11])=[O:19])=[CH:8][CH:9]=[C:13]([O:16][C:4]2[CH:5]=[CH:6][C:7]([N+:10]([O-:12])=[O:11])=[CH:8][CH:9]=2)[CH:5]=1 |f:1.2.3|. Reported procedure: 1,4-Dinitrobenzene (3.52 g, 20.5 mmol) and potassium carbonate (1.38 g, 10 mmol) were heated in dimethylsulfoxide (8 mL) at about 100° C. for approximately 5.8 hours. The reaction was allowed to cool and was poured into water (20 mL). The reaction vessel was rinsed with an additional 10 mL of water and the rinses were combined. The combined aqueous suspensions were allowed to stand overnight. The solid was collected, washed with water, and dried to give 2.35 g (63% pure) of 4,4'-dinitrodiphenyl ...